Dataset: the Open Reaction Database (ORD), a public repository of structured organic reaction records. Task: describe an organic reaction: reactants, conditions, products, and yield The reactants are CCCl, CS(C)=O, [Na+], [OH-], Nc1ccc(O)cc1. Yields the product CCOc1ccc(N)cc1. As a reaction SMILES: [CH2:1]([CH3:2])[Cl:3].[CH3:14][S:15](=[O:16])[CH3:17].[Na+:5].[OH-:4].[OH:6][c:7]1[cH:8][cH:9][c:10]([NH2:11])[cH:12][cH:13]1>>[CH2:1]([CH3:2])[O:6][c:7]1[cH:8][cH:9][c:10]([NH2:11])[cH:12][cH:13]1. Starting materials: O (water), C(CC(O)(C(=O)O)CC(=O)O)(=O)O.NC1=NC=C(C2=C1C(=CS2)C2=CC=C(C=C2)NC(=O)NC2=CC(=CC=C2)F)C=2C=NN(C2)CCO (N-(4-{4-amino-7-[1-(2-hydroxyethyl)-1H-pyrazol-4-yl]thieno[3,2-c]pyridin-3-yl}phenyl)-N′-(3-fluorophenyl)urea dihydrogen citrate). The solvent is CC(=O)C (acetone). Yields the product NC1=NC=C(C2=C1C(=CS2)C2=CC=C(C=C2)NC(=O)NC2=CC(=CC=C2)F)C=2C=NN(C2)CCO (N-(4-{4-amino-7-[1-(2-hydroxyethyl)-1H-pyrazol-4-yl]thieno[3,2-c]pyridin-3-yl}phenyl)-N′-(3-fluorophenyl)urea), C(CC(O)(C(=O)O)CC(=O)O)(=O)O (citric acid). As a reaction SMILES: [C:1]([OH:13])(=[O:12])[CH2:2][C:3]([CH2:8][C:9]([OH:11])=[O:10])([C:5]([OH:7])=[O:6])[OH:4].[NH2:14][C:15]1[C:20]2[C:21]([C:24]3[CH:29]=[CH:28][C:27]([NH:30][C:31]([NH:33][C:34]4[CH:39]=[CH:38][CH:37]=[C:36]([F:40])[CH:35]=4)=[O:32])=[CH:26][CH:25]=3)=[CH:22][S:23][C:19]=2[C:18]([C:41]2[CH:42]=[N:43][N:44]([CH2:46][CH2:47][OH:48])[CH:45]=2)=[CH:17][N:16]=1.O>CC(C)=O>[NH2:14][C:15]1[C:20]2[C:21]([C:24]3[CH:25]=[CH:26][C:27]([NH:30][C:31]([NH:33][C:34]4[CH:39]=[CH:38][CH:37]=[C:36]([F:40])[CH:35]=4)=[O:32])=[CH:28][CH:29]=3)=[CH:22][S:23][C:19]=2[C:18]([C:41]2[CH:42]=[N:43][N:44]([CH2:46][CH2:47][OH:48])[CH:45]=2)=[CH:17][N:16]=1.[C:1]([OH:13])(=[O:12])[CH2:2][C:3]([CH2:8][C:9]([OH:11])=[O:10])([C:5]([OH:7])=[O:6])[OH:4] |f:0.1|. Procedure: There is further provided process for preparing N-(4-{4-amino-7-[1-(2-hydroxyethyl)-1H-pyrazol-4-yl]thieno[3,2-c]pyridin-3-yl}phenyl)-N′-(3-fluorophenyl)urea dihydrogen citrate Form I comprising providing a mixture comprising N-(4-{4-amino-7-[1-(2-hydroxyethyl)-1H-pyrazol-4-yl]thieno[3,2-c]pyridin-3-yl}phenyl)-N′-(3-fluorophenyl)urea, water, acetone, and citric acid, and causing the N-(4-{4-amino-7-[1-(2-hydroxyethyl)-1H-pyrazol-4-yl]thieno[3,2-c]pyridin-3-yl}phenyl)-N′-(3-fluorophenyl)urea dihy... Starting materials: CCO, CC(C)N(C(=O)OCc1ccccc1)C1CCCN(P(N)(N)=O)C1=O, [Pd]. Product: CC(C)NC1CCCN(P(N)(N)=O)C1=O. RXN SMILES: [CH3:26][CH2:27][OH:28].[CH:1]([CH3:2])([CH3:3])[N:4]([CH:5]1[C:6](=[O:15])[N:7]([P:11](=[O:12])([NH2:13])[NH2:14])[CH2:8][CH2:9][CH2:10]1)[C:16]([O:17][CH2:18][c:19]1[cH:20][cH:21][cH:22][cH:23][cH:24]1)=[O:25].[Pd:29]>>[CH:1]([CH3:2])([CH3:3])[NH:4][CH:5]1[C:6](=[O:15])[N:7]([P:11](=[O:12])([NH2:13])[NH2:14])[CH2:8][CH2:9][CH2:10]1. Starting materials: C(C)N=C(NC1=NN(N=C1)CCCCC#N)N (5-[4-[2-ethylguanidino)-1,2,3-triazol-2-yl]valeronitrile), Cl (HCl), C([O-])([O-])=O.[K+].[K+] (potassium carbonate). The solvent is CO (MeOH), C(Cl)(Cl)Cl (chloroform). Reaction conditions: time 2.5 day. The product is C(C)N=C(NC1=NN(N=C1)CCCCC(OC)=N)N (methyl 5-[4-(2-ethylguanidino)1,2,3-triazol-2-yl]valerimidate). RXN SMILES: [CH2:1]([N:3]=[C:4]([NH2:17])[NH:5][C:6]1[CH:10]=[N:9][N:8]([CH2:11][CH2:12][CH2:13][CH2:14][C:15]#[N:16])[N:7]=1)[CH3:2].Cl.[C:19](=O)([O-])[O-:20].[K+].[K+]>CO.C(Cl)(Cl)Cl>[CH2:1]([N:3]=[C:4]([NH2:17])[NH:5][C:6]1[CH:10]=[N:9][N:8]([CH2:11][CH2:12][CH2:13][CH2:14][C:15](=[NH:16])[O:20][CH3:19])[N:7]=1)[CH3:2] |f:2.3.4|. Procedure details: A solution of 5-[4-[2-ethylguanidino)-1,2,3-triazol-2-yl]valeronitrile (1.35 g.) in MeOH (5 ml.) and chloroform (20 ml.) was saturated with gaseous HCl at 0° and the solution kept at 0° for 2.5 days. Evaporation of the solvent gave an oil which was basified with cold potassium carbonate solution and then extracted with chloroform to give methyl 5-[4-(2-ethylguanidino)1,2,3-triazol-2-yl]valerimidate (1.57 g.) which was used without further purification. Reactants: C(C)(C)(C)C1=CC(=CC(=C1O)C(C)(C)C)C (2,6-di-t-butyl-p-cresol), FC(C(=O)OC=1C(=C(C=CC1)I)OC(C(F)(F)F)=O)(F)F (bistrifluoroacetoxyiodobenzene), O (water). Solvent: C(C)#N.O (acetonitrile water). Run at temperature 0 celsius. The product is CC1(C=C(C(C(=C1)C(C)(C)C)=O)C(C)(C)C)O (4-methyl-4-hydroxy-2,6-di-t-butylcyclohexa-2,5-diene-1-one). Reaction SMILES: [C:1]([C:5]1[C:10]([OH:11])=[C:9]([C:12]([CH3:15])([CH3:14])[CH3:13])[CH:8]=[C:7]([CH3:16])[CH:6]=1)([CH3:4])([CH3:3])[CH3:2].FC(F)(F)C(OC1C(OC(=O)C(F)(F)F)=C(I)C=CC=1)=[O:20].O>C(#N)C.O>[CH3:16][C:7]1([OH:20])[CH:6]=[C:5]([C:1]([CH3:4])([CH3:3])[CH3:2])[C:10](=[O:11])[C:9]([C:12]([CH3:15])([CH3:14])[CH3:13])=[CH:8]1 |f:3.4|. Procedure: To a solution of 5.0 g of 2,6-di-t-butyl-p-cresol in 90 ml of acetonitrile/water (5/1) was added 10.5 g of bistrifluoroacetoxyiodobenzene with stirring at 0° C. After stirring for 30 minutes, 90 ml of water was added and the reaction solution was extracted three times with 50 ml of dichloromethane and washed four times with 60 ml of water. Organic layers were dried over anhydrous sodium sulfate, then concentrated under reduced pressure and the precipitating crystal was filtered to give a crude c... The reactants are CCOC(C)=O, [Li+], COC(=O)c1ccc2c(c1)OC1(CCN(C(=O)OC(C)(C)C)CC1)c1cccn1-2, C1COCCO1, [OH-]. Yields the product CC(C)(C)OC(=O)N1CCC2(CC1)Oc1cc(C(=O)O)ccc1-n1cccc12. RXN SMILES: [CH3:38][CH2:39][O:40][C:41](=[O:42])[CH3:43].[Li+:31].[N:1]1([C:23](=[O:24])[O:25][C:26]([CH3:27])([CH3:28])[CH3:29])[CH2:2][CH2:3][C:4]2([c:5]3[n:6]([cH:18][cH:19][cH:20]3)-[c:7]3[c:8]([cH:10][c:11]([C:14](=[O:15])[O:16][CH3:17])[cH:12][cH:13]3)[O:9]2)[CH2:21][CH2:22]1.[O:32]1[CH2:33][CH2:34][O:35][CH2:36][CH2:37]1.[OH-:30]>>[N:1]1([C:23](=[O:24])[O:25][C:26]([CH3:27])([CH3:28])[CH3:29])[CH2:2][CH2:3][C:4]2([c:5]3[n:6]([cH:18][cH:19][cH:20]3)-[c:7]3[c:8]([cH:10][c:11]([C:14](=[O:15])[OH:16])[cH:12][cH:13]3)[O:9]2)[CH2:21][CH2:22]1. Reactants: COc1ccc(C2=NN(C3CCNCC3)C(=O)C2(C)C)cc1OC, O=C(O)c1ccccc1OC(F)(F)F. Yields the product COc1ccc(C2=NN(C3CCN(C(=O)c4ccccc4OC(F)(F)F)CC3)C(=O)C2(C)C)cc1OC. RXN SMILES: [CH3:1][O:2][c:3]1[cH:4][c:5]([C:11]2=[N:15][N:14]([CH:16]3[CH2:17][CH2:18][NH:19][CH2:20][CH2:21]3)[C:13](=[O:22])[C:12]2([CH3:23])[CH3:24])[cH:6][cH:7][c:8]1[O:9][CH3:10].[F:25][C:26]([O:27][c:28]1[c:29]([C:30](=[O:31])[OH:32])[cH:33][cH:34][cH:35][cH:36]1)([F:37])[F:38]>>[CH3:1][O:2][c:3]1[cH:4][c:5]([C:11]2=[N:15][N:14]([CH:16]3[CH2:17][CH2:18][N:19]([C:30]([c:29]4[c:28]([O:27][C:26]([F:25])([F:37])[F:38])[cH:36][cH:35][cH:34][cH:33]4)=[O:31])[CH2:20][CH2:21]3)[C:13](=[O:22])[C:12]2([CH3:23])[CH3:24])[cH:6][cH:7][c:8]1[O:9][CH3:10].